From a dataset of the Open Reaction Database (ORD), a public repository of structured organic reaction records. describe an organic reaction: reactants, conditions, products, and yield The reactants are [BH3-]C#N, CC(N)C(=O)N1C(C(=O)O)CC2CCCCC21, [Na+], O=C(O)C(=O)COc1ccccc1. The product is CC(NC(COc1ccccc1)C(=O)O)C(=O)N1C(C(=O)O)CC2CCCCC21. Reaction SMILES: [C:31]([BH3-:32])#[N:33].[NH2:1][CH:2]([CH3:3])[C:4](=[O:5])[N:6]1[CH:7]([C:15](=[O:16])[OH:17])[CH2:8][CH:9]2[CH2:10][CH2:11][CH2:12][CH2:13][CH:14]12.[Na+:34].[O:18]([c:19]1[cH:20][cH:21][cH:22][cH:23][cH:24]1)[CH2:25][C:26]([C:27](=[O:28])[OH:29])=[O:30]>>[NH:1]([CH:2]([CH3:3])[C:4](=[O:5])[N:6]1[CH:7]([C:15](=[O:16])[OH:17])[CH2:8][CH:9]2[CH2:10][CH2:11][CH2:12][CH2:13][CH:14]12)[CH:26]([CH2:25][O:18][c:19]1[cH:20][cH:21][cH:22][cH:23][cH:24]1)[C:27](=[O:28])[OH:29]. The reactants are C(C1=CC=CC=C1)NC1=NC=C(C=C1)CC1=CN(C2=NC=CC=C21)[Si](C(C)C)(C(C)C)C(C)C (benzyl-[5-(1-triisopropylsilanyl-1H-pyrrolo[2,3-b]pyridin-3-ylmethyl)-pyridin-2-yl]-amine), O1CCCC1 (tetrahydrofuran), [F-].C(CCC)[N+](CCCC)(CCCC)CCCC (tetra-n-butylammonium fluoride). The solvent is O (water). Run at temperature 20 celsius, time 30 minute. The product is C(C1=CC=CC=C1)NC1=NC=C(C=C1)CC1=CNC2=NC=CC=C21 (benzyl-[5-(1H-pyrrolo[2,3-b]pyridin-3-ylmethyl)-pyridin-2-yl]-amine). Isolated yield 82.3%. Reaction SMILES: [CH2:1]([NH:8][C:9]1[CH:14]=[CH:13][C:12]([CH2:15][C:16]2[C:24]3[C:19](=[N:20][CH:21]=[CH:22][CH:23]=3)[N:18]([Si](C(C)C)(C(C)C)C(C)C)[CH:17]=2)=[CH:11][N:10]=1)[C:2]1[CH:7]=[CH:6][CH:5]=[CH:4][CH:3]=1.O1CCCC1.[F-].C([N+](CCCC)(CCCC)CCCC)CCC>O>[CH2:1]([NH:8][C:9]1[CH:14]=[CH:13][C:12]([CH2:15][C:16]2[C:24]3[C:19](=[N:20][CH:21]=[CH:22][CH:23]=3)[NH:18][CH:17]=2)=[CH:11][N:10]=1)[C:2]1[CH:3]=[CH:4][CH:5]=[CH:6][CH:7]=1 |f:2.3|. Procedure details: Into a round bottom flask was added compound 10 (400.0 mg, 0.85 mmol), tetrahydrofuran (20.0 mL) and tetra-n-butylammonium fluoride (240 mg, 0.93 mmol). The reaction mixture was stirred at 20 Celsius for 30 min. TLC indicated no starting material. The reaction mixture was poured into water, extracted with ethyl acetate. The organic layer was washed with brine, dried over sodium sulfate, concentrated and purified with biotage (methylene chloride/methanol 1:10) to give product 9 (Table 1 Cmpd 1-1)... The reactants are [OH-].[Na+] (sodium hydroxide), CC1=NC(=NC(=C1C(C(=O)OC)CCC)C1=CC=C(C=C1)C)N1CC(CCC1)OC1=CC=CC=C1 (methyl 2-(4-methyl-2-(3-phenoxypiperidin-1-yl)-6-p-tolylpyrimidin-5-yl)pentanoate). Product: CC1=NC(=NC(=C1C(C(=O)O)CCC)C1=CC=C(C=C1)C)N1CC(CCC1)OC1=CC=CC=C1 (2-(4-methyl-2-(3-phenoxypiperidin-1-yl)-6-p-tolylpyrimidin-5-yl)pentanoic acid). Reported procedure: A solution of sodium hydroxide 5N (1 mL) was added to a mixture of methyl 2-(4-methyl-2-(3-phenoxypiperidin-1-yl)-6-p-tolylpyrimidin-5-yl)pentanoate (0.050 g; 0.053 mmol) in methanol (1 mL). The mixture was heated in a sealed tube at 100° C. for 18 h and then concentrated under reduced pressure. The residue was dissolved in water and the pH of the solution was adjusted between 2 and 3 by addition of a solution of hydrochloric acid 6N. The aqueous layer was extracted with ethyl acetate, dried and... Conditions: temperature 100 celsius. Run in CO (methanol). The yield is 53.4%. Reaction SMILES: [OH-].[Na+].[CH3:3][C:4]1[C:9]([CH:10]([CH2:15][CH2:16][CH3:17])[C:11]([O:13]C)=[O:12])=[C:8]([C:18]2[CH:23]=[CH:22][C:21]([CH3:24])=[CH:20][CH:19]=2)[N:7]=[C:6]([N:25]2[CH2:30][CH2:29][CH2:28][CH:27]([O:31][C:32]3[CH:37]=[CH:36][CH:35]=[CH:34][CH:33]=3)[CH2:26]2)[N:5]=1>CO>[CH3:3][C:4]1[C:9]([CH:10]([CH2:15][CH2:16][CH3:17])[C:11]([OH:13])=[O:12])=[C:8]([C:18]2[CH:23]=[CH:22][C:21]([CH3:24])=[CH:20][CH:19]=2)[N:7]=[C:6]([N:25]2[CH2:30][CH2:29][CH2:28][CH:27]([O:31][C:32]3[CH:37]=[CH:36][CH:35]=[CH:34][CH:33]=3)[CH2:26]2)[N:5]=1 |f:0.1|.